Dataset: the Open Reaction Database (ORD), a public repository of structured organic reaction records. Task: describe an organic reaction: reactants, conditions, products, and yield The reactants are CC(CS(=O)(=O)CC(C(=O)O)CC(=O)N1CCOCC1)C (2-(2-Methyl-propane-1-sulfonylmethyl)-4-morpholin-4-yl-4-oxo-butyric acid), NC([C@H](O)C1=NC(=NO1)C1=CC=CC=C1)CC ((S)-2-Amino-1-(3-phenyl-1,2,4-oxadiazol-5-yl)-butan-1-ol). Yields the product CC(CS(=O)(=O)C[C@@H](C(=O)N[C@@H](CC)C(=O)C1=NC(=NO1)C1=CC=CC=C1)CC(=O)N1CCOCC1)C ((R)-2-(2-Methyl-propane-1-sulfonylmethyl)-4-morpholin-4-yl-4-oxo-N-[(S)-1-(3-phenyl-1,2,4-oxadiazole-5-carbonyl)-propyl]-butyramide). Reaction SMILES: [CH3:1][CH:2]([CH3:21])[CH2:3][S:4]([CH2:7][CH:8]([CH2:12][C:13]([N:15]1[CH2:20][CH2:19][O:18][CH2:17][CH2:16]1)=[O:14])[C:9]([OH:11])=O)(=[O:6])=[O:5].[NH2:22][CH:23]([CH2:37][CH3:38])[C@@H:24]([C:26]1[O:30][N:29]=[C:28]([C:31]2[CH:36]=[CH:35][CH:34]=[CH:33][CH:32]=2)[N:27]=1)[OH:25]>>[CH3:21][CH:2]([CH3:1])[CH2:3][S:4]([CH2:7][C@H:8]([CH2:12][C:13]([N:15]1[CH2:20][CH2:19][O:18][CH2:17][CH2:16]1)=[O:14])[C:9]([NH:22][C@H:23]([C:24]([C:26]1[O:30][N:29]=[C:28]([C:31]2[CH:36]=[CH:35][CH:34]=[CH:33][CH:32]=2)[N:27]=1)=[O:25])[CH2:37][CH3:38])=[O:11])(=[O:5])=[O:6]. Procedure: It is similarly prepared according to general procedure given for Example 2 above but using 2-(2-Methyl-propane-1-sulfonylmethyl)-4-morpholin-4-yl-4-oxo-butyric acid and (S)-2-Amino-1-(3-phenyl-1,2,4-oxadiazol-5-yl)-butan-1-ol. The reactants are C(C)(C)(C)OC(NC1(CCC1)C1=CC=C(C=C1)C1=NC(=NC=C1C1=CC=CC=C1)N)=O ({1-[4-(2-Amino-5-phenyl-pyrimidin-4-yl)-phenyl]-cyclobutyl}-carbamic Acid Tert-butyl Ester), BrCC(=O)C1=CC=CC=C1 (2-Bromo-1-phenyl-ethanone). The solvent is C(C)O (ethanol), C(Cl)Cl (DCM). Run at temperature 100 celsius, time 45 minute. Yields the product C(C)(C)(C)OC(NC1(CCC1)C1=CC=C(C=C1)C1=NC=2N(C=C1C1=CC=CC=C1)C=C(N2)C2=CC=CC=C2)=O ({1-[4-(2,6-Diphenyl-imidazo[1,2-a]pyrimidin-7-yl)-phenyl]-cyclobutyl}-carbamic Acid Tert-butyl Ester). Yield: 48.4%. As a reaction SMILES: [C:1]([O:5][C:6](=[O:31])[NH:7][C:8]1([C:12]2[CH:17]=[CH:16][C:15]([C:18]3[C:23]([C:24]4[CH:29]=[CH:28][CH:27]=[CH:26][CH:25]=4)=[CH:22][N:21]=[C:20]([NH2:30])[N:19]=3)=[CH:14][CH:13]=2)[CH2:11][CH2:10][CH2:9]1)([CH3:4])([CH3:3])[CH3:2].Br[CH2:33][C:34]([C:36]1[CH:41]=[CH:40][CH:39]=[CH:38][CH:37]=1)=O>C(O)C.C(Cl)Cl>[C:1]([O:5][C:6](=[O:31])[NH:7][C:8]1([C:12]2[CH:17]=[CH:16][C:15]([C:18]3[C:23]([C:24]4[CH:25]=[CH:26][CH:27]=[CH:28][CH:29]=4)=[CH:22][N:21]4[CH:33]=[C:34]([C:36]5[CH:41]=[CH:40][CH:39]=[CH:38][CH:37]=5)[N:30]=[C:20]4[N:19]=3)=[CH:14][CH:13]=2)[CH2:11][CH2:10][CH2:9]1)([CH3:4])([CH3:2])[CH3:3]. Procedure details: A mixture of 5-1 (150 mg, 0.36 mmol) and 2-Bromo-1-phenyl-ethanone (110 mg, 0.54 mmol) in ethanol (2 mL) was heated to 100° C. and stirred for 45 mins under microwave radiation. The mixture was cooled to r.t. and diluted with 20 mL of DCM. The organic phase was washed with brine, dried over anhydrous Na2SO4 and concentrated. The residue was purified by prep.TLC to give 90 mg of 5-2. Reactants: ClC1=C(C=CC=C1Cl)C1=CC=C(C=C1)/C(=C/CO)/C ((E)-3-(2′,3′-dichloro-biphenyl-4-yl)-but-2-en-1-ol), C(C)O[C@H](C(=O)OCC)CC1=CC=C(C=C1)O ((S)-ethyl 2-ethoxy-3-(4-hydroxyphenyl)-propionate). Product: ClC1=C(C=CC=C1Cl)C1=CC=C(C=C1)/C(=C/COC1=CC=C(C=C1)C[C@@H](C(=O)OCC)OCC)/C ((E)-(S)-Ethyl 3-{4-[3-(2′,3′-Dichloro-biphenyl-4-yl)-but-2-enyloxy]-phenyl}-2-ethoxy-propionate). Yield: 79.9%. RXN SMILES: [Cl:1][C:2]1[C:7]([Cl:8])=[CH:6][CH:5]=[CH:4][C:3]=1[C:9]1[CH:14]=[CH:13][C:12](/[C:15](/[CH3:19])=[CH:16]/[CH2:17][OH:18])=[CH:11][CH:10]=1.[CH2:20]([O:22][C@@H:23]([CH2:29][C:30]1[CH:35]=[CH:34][C:33](O)=[CH:32][CH:31]=1)[C:24]([O:26][CH2:27][CH3:28])=[O:25])[CH3:21]>>[Cl:1][C:2]1[C:7]([Cl:8])=[CH:6][CH:5]=[CH:4][C:3]=1[C:9]1[CH:14]=[CH:13][C:12](/[C:15](/[CH3:19])=[CH:16]/[CH2:17][O:18][C:33]2[CH:32]=[CH:31][C:30]([CH2:29][C@H:23]([O:22][CH2:20][CH3:21])[C:24]([O:26][CH2:27][CH3:28])=[O:25])=[CH:35][CH:34]=2)=[CH:11][CH:10]=1. Procedure: The title compound (0.41 g, 80% yield) was prepared from (E)-3-(2′,3′-dichloro-biphenyl-4-yl)-but-2-en-1-ol (0.293 g, 1.0 mmol) and (S)-ethyl 2-ethoxy-3-(4-hydroxyphenyl)-propionate (0.25 g, 1.05 mmol) by a procedure analogous to that described in example 52 c. Reactants: mono-(L)-tartaric acid, IN1C(CCC1=O)=O (N-iodosuccinimide), C[C@H]1N(CCC1)CCC=1OC2=C(C1)C=C(C=C2)C2=CC=C(C#N)C=C2 (4-(2-{2-[(2R)-2-methyl-1-pyrrolidinyl]ethyl}-1-benzofuran-5-yl)benzonitrile), IN1C(CCC1=O)=O (N-iodosuccinimide). Yields the product IC1=C(OC2=C1C=C(C=C2)C2=CC=C(C#N)C=C2)CCN2[C@@H](CCC2)C (4-(3-iodo-2-{2-[(2R)-2-methyl-1-pyrrolidinyl]ethyl}-1-benzofuran-5-yl)benzonitrile). Yield: 18.0%. Reaction SMILES: [CH3:1][C@@H:2]1[CH2:6][CH2:5][CH2:4][N:3]1[CH2:7][CH2:8][C:9]1[O:10][C:11]2[CH:17]=[CH:16][C:15]([C:18]3[CH:25]=[CH:24][C:21]([C:22]#[N:23])=[CH:20][CH:19]=3)=[CH:14][C:12]=2[CH:13]=1.[I:26]N1C(=O)CCC1=O>>[I:26][C:13]1[C:12]2[CH:14]=[C:15]([C:18]3[CH:19]=[CH:20][C:21]([C:22]#[N:23])=[CH:24][CH:25]=3)[CH:16]=[CH:17][C:11]=2[O:10][C:9]=1[CH2:8][CH2:7][N:3]1[CH2:4][CH2:5][CH2:6][C@H:2]1[CH3:1]. Procedure details: The mono-(L)-tartaric acid salt of the product of Example 1D and N-iodosuccinimide were processed as in Example 156, except that a large excess of N-iodosuccinimide (2.4 molar equivalents) was utilized, to provide the title compound as a tan gum (18% yield). MS (ESI) m/z 457 (M+H)+; 1HNMR (300 MHz, CD3OD) δ 1.49 (d, 3H), 1.67-1.84 (m, 1H), 2.00-2.25 (m, 2H), 2.29-2.44 (m, 1H), 3.22-3.63 (m, 5H), 3.72-3.91 (m, 2H), 7.59-7.64 (m, 2H), 7.72 (dd, 1H), 7.80-7.89 (m, 4H). Reactants: Cl.C(C)(C)(C)NCC(=O)C1=CC(=C(C=C1)O)O (3,4-dihydroxyphenyl tert-butylaminomethyl ketone hydrochloride), C[O-].[Na+] (sodium methoxide), C(C1=CC=CC=C1)(=O)Cl (benzoyl chloride). The solvent is CN(C=O)C (N,N-dimethylformamide). The product is C(C)(C)(C)NCC(=O)C1=CC(=C(C=C1)OC(C1=CC=CC=C1)=O)O (3-hydroxy-4-(benzoyloxy)phenyl tert-butylaminomethyl ketone). RXN SMILES: Cl.[C:2]([NH:6][CH2:7][C:8]([C:10]1[CH:15]=[CH:14][C:13]([OH:16])=[C:12]([OH:17])[CH:11]=1)=[O:9])([CH3:5])([CH3:4])[CH3:3].C[O-].[Na+].[C:21](Cl)(=[O:28])[C:22]1[CH:27]=[CH:26][CH:25]=[CH:24][CH:23]=1>CN(C)C=O>[C:2]([NH:6][CH2:7][C:8]([C:10]1[CH:15]=[CH:14][C:13]([O:16][C:21](=[O:28])[C:22]2[CH:27]=[CH:26][CH:25]=[CH:24][CH:23]=2)=[C:12]([OH:17])[CH:11]=1)=[O:9])([CH3:5])([CH3:3])[CH3:4] |f:0.1,2.3|. Procedure details: Using a procedure similar to that described above in Example 58A, 26 g. of 3,4-dihydroxyphenyl tert-butylaminomethyl ketone hydrochloride in 300 ml. of N,N-dimethylformamide under an atmosphere of nitrogen was reacted with 16 g. of sodium methoxide and then with 14 g. of benzoyl chloride. The product was isolated as the free base, 3-hydroxy-4-(benzoyloxy)phenyl tert-butylaminomethyl ketone [20 g.; m.p 150°-165° C. (dec.) (uncorr.)], which was converted to 13 g. of its methanesulfonate, m.p. 245°... The reactants are CN1CCOCC1, CNC, CC1(C)Cc2ccc(C#N)cc2C1N, CN(C)C=O, O=C(O)c1cc2ccccc2[nH]1. The product is CC1(C)Cc2ccc(C#N)cc2C1NC(=O)c1cc2ccccc2[nH]1. As a reaction SMILES: [CH3:27][N:28]1[CH2:29][CH2:30][O:31][CH2:32][CH2:33]1.[CH3:34][NH:35][CH3:36].[NH2:13][CH:14]1[C:15]([CH3:25])([CH3:26])[CH2:16][c:17]2[cH:18][cH:19][c:20]([C:23]#[N:24])[cH:21][c:22]21.[O:37]=[CH:38][N:39]([CH3:40])[CH3:41].[nH:1]1[c:2]([C:10](=[O:11])[OH:12])[cH:3][c:4]2[cH:5][cH:6][cH:7][cH:8][c:9]12>>[nH:1]1[c:2]([C:10](=[O:12])[NH:13][CH:14]2[C:15]([CH3:25])([CH3:26])[CH2:16][c:17]3[cH:18][cH:19][c:20]([C:23]#[N:24])[cH:21][c:22]32)[cH:3][c:4]2[cH:5][cH:6][cH:7][cH:8][c:9]12. Starting materials: CCOC(=O)CCc1cc(C(=O)c2cc(OCC(C)C)ccc2OCC(C)C)ccc1OCC(C)C, CCO, ClC(Cl)Cl, Cl, [Na+], [OH-], O. The product is CC(C)COc1ccc(OCC(C)C)c(C(=O)c2ccc(OCC(C)C)c(CCC(=O)O)c2)c1. Reaction SMILES: [CH2:1]([CH:2]([CH3:3])[CH3:4])[O:5][c:6]1[c:7]([C:8](=[O:9])[c:10]2[cH:11][cH:12][c:13]([O:23][CH2:24][CH:25]([CH3:26])[CH3:27])[c:14]([CH2:16][CH2:17][C:18](=[O:19])[O:20][CH2:21][CH3:22])[cH:15]2)[cH:28][c:29]([O:32][CH2:33][CH:34]([CH3:35])[CH3:36])[cH:30][cH:31]1.[CH3:44][CH2:45][OH:46].[CH:39]([Cl:40])([Cl:41])[Cl:42].[ClH:43].[Na+:38].[OH-:37].[OH2:47]>>[CH2:1]([CH:2]([CH3:3])[CH3:4])[O:5][c:6]1[c:7]([C:8](=[O:9])[c:10]2[cH:11][cH:12][c:13]([O:23][CH2:24][CH:25]([CH3:26])[CH3:27])[c:14]([CH2:16][CH2:17][C:18](=[O:19])[OH:20])[cH:15]2)[cH:28][c:29]([O:32][CH2:33][CH:34]([CH3:35])[CH3:36])[cH:30][cH:31]1.